This data is from the Open Reaction Database (ORD), a public repository of structured organic reaction records. The task is: describe an organic reaction: reactants, conditions, products, and yield Reactants: C(C#C)Br (propargyl bromide), C(C)(C)(C)N1NC(=NC1=O)C1=CCCC=C1 (1-t-butyl-4-H-3-phenyl-1,2,4-triazol-5-one), C(C)(=O)OCC (ethyl acetate), solid, C([O-])([O-])=O.[K+].[K+] (potassium carbonate). Solvent: C1(=CC=CC=C1)C (toluene), O (water). Conditions: time 3 hour. The product is C(C)(C)(C)N1N=C(N(C1=O)CC#C)C1=CC=CC=C1 (1-t-Butyl-3-phenyl-4-propargyl-1,2,4-triazolin-5-one). As a reaction SMILES: [C:1]([N:5]1[C:9](=[O:10])[N:8]=[C:7]([C:11]2[CH:16]=[CH:15][CH2:14][CH2:13][CH:12]=2)[NH:6]1)([CH3:4])([CH3:3])[CH3:2].C(OCC)(=O)C.C(=O)([O-])[O-].[K+].[K+].[CH2:29](Br)[C:30]#[CH:31]>C1(C)C=CC=CC=1.O>[C:1]([N:5]1[C:9](=[O:10])[N:8]([CH2:31][C:30]#[CH:29])[C:7]([C:11]2[CH:12]=[CH:13][CH:14]=[CH:15][CH:16]=2)=[N:6]1)([CH3:4])([CH3:2])[CH3:3] |f:2.3.4|. Procedure: A mixture of crude 345 g (1.2 mol) of 1-t-butyl-4-H-3-phenyl-1,2,4-triazol-5-one and 3.5 L of ethyl acetate containing 0.03% water was stirred at room temperature and 190 g (1.67 mol) of solid potassium carbonate (K2CO3) was added. The mixture was heated at reflux for 0.5 h and 248 g (1.67 mol) of an 80% weight solution of propargyl bromide in toluene was added dropwise over 30 minutes. Refluxing was continued for an additional 3 h. The mixture was allowed to cool to room temperature, diluted wi... Reactants: C1(CCCCC1)C1=CC=C2CCC(=CC2=C1)C(=O)NC1=CC=C(C=C1)CN1CCCCC1 (7-cyclohexyl-N-[4-(piperidinomethyl)phenyl]-3,4-dihydronaphthalene-2-carboxamide), CI (methyl iodide). The solvent is CN(C)C=O (DMF). Run at time 24 hour. The product is [I-].C1(CCCCC1)C1=CC=C2CCC(=CC2=C1)C(=O)NC1=CC=C(C[N+]2(CCCCC2)C)C=C1 (1-[4-(7-cyclohexyl-3,4-dihydro-naphthalene-2-carboxamido) benzyl]-1 -methylpiperidinium iodide). Reaction SMILES: [CH:1]1([C:7]2[CH:16]=[C:15]3[C:10]([CH2:11][CH2:12][C:13]([C:17]([NH:19][C:20]4[CH:25]=[CH:24][C:23]([CH2:26][N:27]5[CH2:32][CH2:31][CH2:30][CH2:29][CH2:28]5)=[CH:22][CH:21]=4)=[O:18])=[CH:14]3)=[CH:9][CH:8]=2)[CH2:6][CH2:5][CH2:4][CH2:3][CH2:2]1.[CH3:33][I:34]>CN(C=O)C>[I-:34].[CH:1]1([C:7]2[CH:16]=[C:15]3[C:10]([CH2:11][CH2:12][C:13]([C:17]([NH:19][C:20]4[CH:21]=[CH:22][C:23]([CH2:26][N+:27]5([CH3:33])[CH2:28][CH2:29][CH2:30][CH2:31][CH2:32]5)=[CH:24][CH:25]=4)=[O:18])=[CH:14]3)=[CH:9][CH:8]=2)[CH2:2][CH2:3][CH2:4][CH2:5][CH2:6]1 |f:3.4|. Reported procedure: In DMF (2 ml) was dissolved 7-cyclohexyl-N-[4-(piperidinomethyl)phenyl]-3,4-dihydronaphthalene-2-carboxamide (120 mg), and to the mixture was added methyl iodide (45 μl). The mixture was stirred at room temperature for 24 hours and concentrated under reduced pressure. The residue was recrystallized from ethyl acetate to give 1-[4-(7-cyclohexyl-3,4-dihydro-naphthalene-2-carboxamido) benzyl]-1 -methylpiperidinium iodide (Compound 2) (148 mg) as colorless crystals. Procedure details: To a mixture of 4-chloro-3-methyl-1H-pyrazolo[3,4-d]pyrimidine (150.4 mg, 0.89 mmol, Example 3) and potassium carbonate (187 mg, 1.35 mmol) in dimethylformamide (6 mL) was added iodomethane (225 mg, 1.59 mmol, Aldrich). The reaction mixture was stirred at room temperature for 2 hours before it was diluted with ethyl acetate, washed with water, brine, dried and concentrated. The crude product was purified by flash chromatography (silica gel, hexanes-ethyl acetate, 90/10 to 60/40) to give 4-chloro... RXN SMILES: [Cl:1][C:2]1[N:7]=[CH:6][N:5]=[C:4]2[NH:8][N:9]=[C:10]([CH3:11])[C:3]=12.[C:12](=O)([O-])[O-].[K+].[K+].IC>CN(C)C=O.C(OCC)(=O)C>[Cl:1][C:2]1[N:7]=[CH:6][N:5]=[C:4]2[N:8]([CH3:12])[N:9]=[C:10]([CH3:11])[C:3]=12 |f:1.2.3|. The product is ClC1=C2C(=NC=N1)N(N=C2C)C (4-chloro-1,3-dimethyl-1H-pyrazolo[3,4-d]pyrimidine). The reactants are ClC1=C2C(=NC=N1)NN=C2C (4-chloro-3-methyl-1H-pyrazolo[3,4-d]pyrimidine), C([O-])([O-])=O.[K+].[K+] (potassium carbonate), IC (iodomethane). Reaction conditions: time 2 hour. The solvent is C(C)(=O)OCC (ethyl acetate), CN(C=O)C (dimethylformamide).